Dataset: the Open Reaction Database (ORD), a public repository of structured organic reaction records. Task: describe an organic reaction: reactants, conditions, products, and yield Starting materials: CC1(C)OB(c2cccc(OCCOCc3ccccc3)c2)OC1(C)C, O=C(Nc1cccnn1)N1CC(Oc2ccc(I)cn2)C1. The product is O=C(Nc1cccnn1)N1CC(Oc2ccc(-c3cccc(OCCOCc4ccccc4)c3)cn2)C1. RXN SMILES: [CH2:22]([c:23]1[cH:24][cH:25][cH:26][cH:27][cH:28]1)[O:29][CH2:30][CH2:31][O:32][c:33]1[cH:34][c:35]([B:39]2[O:40][C:41]([CH3:42])([CH3:43])[C:44]([CH3:45])([CH3:46])[O:47]2)[cH:36][cH:37][cH:38]1.[n:1]1[n:2][c:3]([NH:7][C:8](=[O:9])[N:10]2[CH2:11][CH:12]([O:14][c:15]3[n:16][cH:17][c:18]([I:21])[cH:19][cH:20]3)[CH2:13]2)[cH:4][cH:5][cH:6]1>>[n:1]1[n:2][c:3]([NH:7][C:8](=[O:9])[N:10]2[CH2:11][CH:12]([O:14][c:15]3[n:16][cH:17][c:18](-[c:35]4[cH:34][c:33]([O:32][CH2:31][CH2:30][O:29][CH2:22][c:23]5[cH:24][cH:25][cH:26][cH:27][cH:28]5)[cH:38][cH:37][cH:36]4)[cH:19][cH:20]3)[CH2:13]2)[cH:4][cH:5][cH:6]1.